Dataset: the Open Reaction Database (ORD), a public repository of structured organic reaction records. Task: describe an organic reaction: reactants, conditions, products, and yield The reactants are C#CCN, O=C(O)CCCOCc1ccccc1, ClCCCl, CCN(C(C)C)C(C)C, CN(C)C=O, Oc1cccc2[nH]nnc12. Product: C#CCNC(=O)CCCOCc1ccccc1. As a reaction SMILES: [CH2:15]([C:16]#[CH:17])[NH2:18].[CH2:1]([c:2]1[cH:3][cH:4][cH:5][cH:6][cH:7]1)[O:8][CH2:9][CH2:10][CH2:11][C:12](=[O:13])[OH:14].[CH2:38]([Cl:39])[CH2:40][Cl:41].[CH:19]([N:20]([CH:21]([CH3:22])[CH3:23])[CH2:24][CH3:25])([CH3:26])[CH3:27].[O:42]=[CH:43][N:44]([CH3:45])[CH3:46].[OH:28][c:29]1[c:30]2[n:31][n:32][nH:33][c:34]2[cH:35][cH:36][cH:37]1>>[CH2:1]([c:2]1[cH:3][cH:4][cH:5][cH:6][cH:7]1)[O:8][CH2:9][CH2:10][CH2:11][C:12](=[O:14])[NH:18][CH2:15][C:16]#[CH:17]. Reactants: Cl (hydrochloric acid), C(C)(C)(C)OC(=O)NCC(=O)N[C@@H]1C[C@H](N(C1)C(=O)OC(C)(C)C)C(=O)N1CCN(CC1)C1=CC(=CC=C1)Cl (1-[trans-4-(N-tert-butoxycarbonylglycylamino)-N-tert-butoxycarbonyl-L-prolyl]-4-(3-chlorophenyl)piperazine). The solvent is O1CCOCC1 (1,4-dioxane), O1CCOCC1 (1,4-dioxane). Run at time 20 minute. Product: Cl.Cl.NCC(=O)N[C@@H]1C[C@H](NC1)C(=O)N1CCN(CC1)C1=CC(=CC=C1)Cl (1-(trans-4-Glycylamino-L-Prolyl)-4-(3-Chlorophenyl)piperazine Dihydrochloride). Reaction SMILES: [ClH:1].C(OC([NH:9][CH2:10][C:11]([NH:13][C@H:14]1[CH2:18][N:17](C(OC(C)(C)C)=O)[C@H:16]([C:26]([N:28]2[CH2:33][CH2:32][N:31]([C:34]3[CH:39]=[CH:38][CH:37]=[C:36]([Cl:40])[CH:35]=3)[CH2:30][CH2:29]2)=[O:27])[CH2:15]1)=[O:12])=O)(C)(C)C>O1CCOCC1>[ClH:40].[ClH:1].[NH2:9][CH2:10][C:11]([NH:13][C@H:14]1[CH2:18][NH:17][C@H:16]([C:26]([N:28]2[CH2:33][CH2:32][N:31]([C:34]3[CH:39]=[CH:38][CH:37]=[C:36]([Cl:40])[CH:35]=3)[CH2:30][CH2:29]2)=[O:27])[CH2:15]1)=[O:12] |f:3.4.5|. Reported procedure: A solution of 4 N hydrochloric acid in 1,4-dioxane (8 mL) was added to a solution of 1-[trans-4-(N-tert-butoxycarbonylglycylamino)-N-tert-butoxycarbonyl-L-prolyl]-4-(3-chlorophenyl)piperazine (A, 260 mg) in 1,4-dioxane (8 mL) at room temperature. After stirring at room temperature for 20 min, the reaction mixture was evaporated in vacuo. The residue was washed with ether to give the titled compound (130 mg) as a white powder: 1H NMR (400 MHz, D2O) δ 2.32 (m, 1H), 2.49 (m, 1H), 3.24-3.36 (m, 5H),...